Dataset: the Open Reaction Database (ORD), a public repository of structured organic reaction records. Task: describe an organic reaction: reactants, conditions, products, and yield Starting materials: COC1(CCC(CC1)C(=O)OCC)OC (ethyl 4,4-dimethoxycyclohexane-carboxylate), ClC(=O)OC (Methyl chloroformate), CCN(C(C)C)C(C)C (iPr2NEt), [Li]CCCC (n-BuLi), solution. Run in C1CCOC1 (THF), hexanes. Reaction conditions: temperature -78 celsius, time 15 minute. The product is COC1(CCC(CC1)(C(=O)OCC)C(=O)OC)OC (1-Ethyl 1-methyl 4,4-dimethoxycyclohexane-1,1-dicarboxylate). Yield: 92.6%. Reaction SMILES: CCN(C(C)C)C(C)C.[Li]CCCC.[CH3:15][O:16][C:17]1([O:28][CH3:29])[CH2:22][CH2:21][CH:20]([C:23]([O:25][CH2:26][CH3:27])=[O:24])[CH2:19][CH2:18]1.Cl[C:31]([O:33][CH3:34])=[O:32]>C1COCC1>[CH3:15][O:16][C:17]1([O:28][CH3:29])[CH2:22][CH2:21][C:20]([C:31]([O:33][CH3:34])=[O:32])([C:23]([O:25][CH2:26][CH3:27])=[O:24])[CH2:19][CH2:18]1. Reported procedure: To a −78° C. solution of iPr2NEt (3.95 mL, 27.7 mmol) in THF (50 mL) was added n-BuLi (17.3 mL of a 1.6 M solution in hexanes; 27.7 mmol) was added. After 15 min, ethyl 4,4-dimethoxycyclohexane-carboxylate (4.0 g, 18.50 mmol) was added and the reaction mixture was stirred at −78° C. for 1 h. Methyl chloroformate (2.87 mL, 37.0 mmol) was added and the reaction mixture was warmed to rt. The reaction was quenched with saturated aqueous NH4Cl and extracted with EtOAc (100 mL). The organic layer was ... Reactants: Cl.NO (hydroxylamine hydrochloride), C([O-])([O-])=O.[Na+].[Na+] (sodium carbonate), C(=O)C1CCN(CC1)C(=O)OC(C)(C)C (tert-butyl 4-formylpiperidine-1-carboxylate). Solvent: CO (MeOH), O (water). Reaction conditions: temperature 14 celsius, time 8 hour. The product is ON=CC1CCN(CC1)C(=O)OC(C)(C)C (tert-butyl 4-((hydroxyimino)methyl)piperidine-1-carboxylate). Yield: 99.4%. RXN SMILES: [CH:1]([CH:3]1[CH2:8][CH2:7][N:6]([C:9]([O:11][C:12]([CH3:15])([CH3:14])[CH3:13])=[O:10])[CH2:5][CH2:4]1)=O.Cl.[NH2:17][OH:18].C(=O)([O-])[O-].[Na+].[Na+]>CO.O>[OH:18][N:17]=[CH:1][CH:3]1[CH2:8][CH2:7][N:6]([C:9]([O:11][C:12]([CH3:15])([CH3:14])[CH3:13])=[O:10])[CH2:5][CH2:4]1 |f:1.2,3.4.5|. Procedure details: A solution of tert-butyl 4-formylpiperidine-1-carboxylate (50.0 g, 234 mmol) in MeOH (200 mL) and water (200 mL) was cooled in an ice-bath and then hydroxylamine hydrochloride (19.5 g, 272 mmol) and sodium carbonate (12.4 g, 117 mmol) were added. The resulting mixture was stirred at 13-15° C. overnight. The solution was concentrated in vacuo to an aqueous suspension, which was extracted with EtOAc. The organic extract was washed with 100 mL brine, dried (MgSO4), filtered, concentrated to provide... The reactants are NC=1C2=C(N=CN1)N(C=C2C2=CC(=CC=C2)OCC2=CC=CC=C2)[C@H]2C[C@H](C2)CO (cis-{3-[4-amino-5-(3-benzyloxy-phenyl)-pyrrolo[2,3-d]pyrimidin-7-yl]-cyclobutyl)methanol), N(=NC(=O)OCC)C(=O)OCC (diethyl azodicarboxylate), C1(=CC=CC=C1)P(C1=CC=CC=C1)C1=CC=CC=C1 (triphenylphosphine), C1(C=2C(C(N1)=O)=CC=CC2)=O (phthalimide). Solvent: C1CCOC1 (THF). Reaction conditions: time 16 hour. Product: NC=1C2=C(N=CN1)N(C=C2C2=CC(=CC=C2)OCC2=CC=CC=C2)[C@H]2C[C@H](C2)CN2C(C1=CC=CC=C1C2=O)=O (cis-2-{3-[4-amino-5-(3-benzyloxy-phenyl)-pyrrolo[2,3-d]pyrimidin-7-yl]-cyclobutylmethyl}isoindole-1,3-dione). As a reaction SMILES: [NH2:1][C:2]1[C:3]2[C:10]([C:11]3[CH:16]=[CH:15][CH:14]=[C:13]([O:17][CH2:18][C:19]4[CH:24]=[CH:23][CH:22]=[CH:21][CH:20]=4)[CH:12]=3)=[CH:9][N:8]([C@@H:25]3[CH2:28][C@H:27]([CH2:29]O)[CH2:26]3)[C:4]=2[N:5]=[CH:6][N:7]=1.C1(P(C2C=CC=CC=2)C2C=CC=CC=2)C=CC=CC=1.[C:50]1(=[O:60])[NH:54][C:53](=[O:55])[C:52]2=[CH:56][CH:57]=[CH:58][CH:59]=[C:51]12.N(C(OCC)=O)=NC(OCC)=O>C1COCC1>[NH2:1][C:2]1[C:3]2[C:10]([C:11]3[CH:16]=[CH:15][CH:14]=[C:13]([O:17][CH2:18][C:19]4[CH:20]=[CH:21][CH:22]=[CH:23][CH:24]=4)[CH:12]=3)=[CH:9][N:8]([C@@H:25]3[CH2:26][C@H:27]([CH2:29][N:54]4[C:50](=[O:60])[C:51]5[C:52](=[CH:56][CH:57]=[CH:58][CH:59]=5)[C:53]4=[O:55])[CH2:28]3)[C:4]=2[N:5]=[CH:6][N:7]=1. Reported procedure: To a solution of 3.5 g (8.74 mmol) of cis-{3-[4-amino-5-(3-benzyloxy-phenyl)-pyrrolo[2,3-d]pyrimidin-7-yl]-cyclobutyl)methanol, which is prepared as described in Example 47(b) of WO 97/28161, in 70 ml of dry THF are added under argon 2.75 g (10.5 mmol) of triphenylphosphine and 1.54 g (10.5 mmol) of phthalimide; 1.9 g (1.71 ml; 10.5 mmol) of diethyl azodicarboxylate (96%) are added dropwise thereto. After stirring for 16 h at RT, the solution is concentrated to dryness and the crude compound is ... Starting materials: C(C1=CC=CC=C1)OC1=CC=C(C=C1)C(C)=O (1-[4-(benzyloxy)phenyl]ethanone), [H-].[Na+] (NaH), C(OC)(OC)=O (dim ethyl carbonate). Solvent: CN(C)C=O (DMF). Conditions: time 30 minute. The product is C(C1=CC=CC=C1)OC1=CC=C(C=C1)C(CC(=O)OC)=O (Methyl 3-[4-(benzyloxy)phenyl]-3-oxopropanoate). The yield is 79.4%. Reaction SMILES: [H-].[Na+].[CH2:3]([O:10][C:11]1[CH:16]=[CH:15][C:14]([C:17](=[O:19])[CH3:18])=[CH:13][CH:12]=1)[C:4]1[CH:9]=[CH:8][CH:7]=[CH:6][CH:5]=1.[C:20](=O)([O:23]C)[O:21][CH3:22]>CN(C=O)C>[CH2:3]([O:10][C:11]1[CH:12]=[CH:13][C:14]([C:17](=[O:19])[CH2:18][C:20]([O:21][CH3:22])=[O:23])=[CH:15][CH:16]=1)[C:4]1[CH:5]=[CH:6][CH:7]=[CH:8][CH:9]=1 |f:0.1|. Reported procedure: To a stirring suspension of NaH (3.7 g, 154.2 mmol) in DMF (25 mL) was added 1-[4-(benzyloxy)phenyl]ethanone (7 g, 31 mmol) at −5° C. and stirred for 30 min, then dim ethyl carbonate (13.5 g, 150 mmol, dissolved in DMF) was added at −5° C. slowly (exothermic) and warmed slowly to RT, stirred at RT for overnight. Reaction mass was quenched with ice cold water and extracted with ethyl acetate, organic layer was washed with water and brine dried over Na2SO4. The organic layer was concentrated to gi... The reactants are ClCC=1N=C(C2=C(N1)C=CS2)NN (2-(chloromethyl)-4-hydrazinothieno[3,2-d]pyrimidine), C(C)O (ethanol). The solvent is C(OCC)([O-])[O-] (ethyl orthoformate). Reaction conditions: temperature 125 celsius, time 3 hour. Yields the product ClCC1=NC2=C(C=3N1C=NN3)SC=C2 (5-(chloromethyl)thieno[2,3-e][1,2,4]triazolo[4,3-c]-pyrimidine). Reaction SMILES: [Cl:1][CH2:2][C:3]1[N:4]=[C:5]([NH:12][NH2:13])[C:6]2[S:11][CH:10]=[CH:9][C:7]=2[N:8]=1.[CH2:14](O)C>C([O-])([O-])OCC>[Cl:1][CH2:2][C:3]1[N:4]2[CH:14]=[N:13][N:12]=[C:5]2[C:6]2[S:11][CH:10]=[CH:9][C:7]=2[N:8]=1. Reported procedure: 4. 15.7 g of 2-(chloromethyl)-4-hydrazinothieno[3,2-d]pyrimidine are suspended in 280ml of ethyl orthoformate. The suspension is heated (bath temp. 125° C.) while stirring and the ethanol which results is distilled off. After 3 h., the mixture is cooled to 0° C., the precipitate is filtered off and washed with ethanol. The product is dried in a vacuum. There are obtained 15.2 g of 5-(chloromethyl)thieno[2,3-e][1,2,4]triazolo[4,3-c]-pyrimidine. m.p. above 400° C. (dec.).